Dataset: the Open Reaction Database (ORD), a public repository of structured organic reaction records. Task: describe an organic reaction: reactants, conditions, products, and yield Reagents/catalysts: Cl[Pd]([P](C1=CC=CC=C1)(C2=CC=CC=C2)C3=CC=CC=C3)([P](C4=CC=CC=C4)(C5=CC=CC=C5)C6=CC=CC=C6)Cl (bis(triphenylphosphine)palladium(II) chloride). The solvent is COCCOC (ethylene glycol dimethyl ether). Procedure: To a solution of 5-bromo-3-nitropyridine-2-carbonitrile (2.00 g, 8.77 mmol) and 1-(tetrahydro-2H-pyran-2-yl)-5-(4,4,5,5-tetramethyl-1,3,2-dioxaborolan-2-yl)-1H-pyrazole (2.68 g, 9.65 mmol) in 10 ml of ethylene glycol dimethyl ether were added bis(triphenylphosphine)palladium(II) chloride (0.31 g; 0.44 mmol) and 9 ml of 2 M sodium carbonate-solution. The reaction mixture was heated at 50° C. for 2 h. Cooled reaction mixture was filtered, the solids were washed with water and dried in vacuum to gi... The reactants are BrC=1C=C(C(=NC1)C#N)[N+](=O)[O-] (5-bromo-3-nitropyridine-2-carbonitrile), O1C(CCCC1)N1N=CC=C1B1OC(C(O1)(C)C)(C)C (1-(tetrahydro-2H-pyran-2-yl)-5-(4,4,5,5-tetramethyl-1,3,2-dioxaborolan-2-yl)-1H-pyrazole), C([O-])([O-])=O.[Na+].[Na+] (sodium carbonate). Conditions: temperature 50 celsius. Yield: 105.5%. Product: [N+](=O)([O-])C=1C(=NC=C(C1)C1=CC=NN1C1OCCCC1)C#N (3-nitro-5-(1-(tetrahydro-2H-pyran-2-yl)-1H-pyrazol-5-yl)picolinonitrile). Reaction SMILES: Br[C:2]1[CH:3]=[C:4]([N+:10]([O-:12])=[O:11])[C:5]([C:8]#[N:9])=[N:6][CH:7]=1.[O:13]1[CH2:18][CH2:17][CH2:16][CH2:15][CH:14]1[N:19]1[C:23](B2OC(C)(C)C(C)(C)O2)=[CH:22][CH:21]=[N:20]1.C(=O)([O-])[O-].[Na+].[Na+]>COCCOC.Cl[Pd](Cl)([P](C1C=CC=CC=1)(C1C=CC=CC=1)C1C=CC=CC=1)[P](C1C=CC=CC=1)(C1C=CC=CC=1)C1C=CC=CC=1>[N+:10]([C:4]1[C:5]([C:8]#[N:9])=[N:6][CH:7]=[C:2]([C:23]2[N:19]([CH:14]3[CH2:15][CH2:16][CH2:17][CH2:18][O:13]3)[N:20]=[CH:21][CH:22]=2)[CH:3]=1)([O-:12])=[O:11] |f:2.3.4,^1:47,66|. Starting materials: C1(=CC=CC=C1)COC1=CC=C(C=C1)[C@H]1CC[C@H](N1C(=O)OC(C)(C)C)C(=O)OC (1-(1,1-Dimethylethyl) 2-methyl (2S,5R)-5-{4-[(phenylmethyl)oxy]phenyl}-1,2-pyrrolidinedicarboxylate), [Li+].C[Si](C)(C)[N-][Si](C)(C)C (LiHMDS), CI (methyl iodide). Solvent: C1CCOC1 (THF). Run at temperature -20 celsius, time 40 minute. Product: O(C)C(=O)[C@]1(N([C@H](CC1)C1=CC=C(C=C1)OCC1=CC=CC=C1)C(=O)OC(C)(C)C)C (1,1-Dimethylethyl(2S,5R)-2-methoxylcarbonyl-2-methyl-5-{4-[(phenylmethyl)oxy]phenyl}-1-pyrrolidinecarboxylate). Isolated yield 78.1%. Reaction SMILES: [C:1]1([CH2:7][O:8][C:9]2[CH:14]=[CH:13][C:12]([C@@H:15]3[N:19]([C:20]([O:22][C:23]([CH3:26])([CH3:25])[CH3:24])=[O:21])[C@H:18]([C:27]([O:29][CH3:30])=[O:28])[CH2:17][CH2:16]3)=[CH:11][CH:10]=2)[CH:6]=[CH:5][CH:4]=[CH:3][CH:2]=1.[Li+].[CH3:32][Si]([N-][Si](C)(C)C)(C)C.CI>C1COCC1>[O:29]([C:27]([C@:18]1([CH3:32])[CH2:17][CH2:16][C@H:15]([C:12]2[CH:11]=[CH:10][C:9]([O:8][CH2:7][C:1]3[CH:6]=[CH:5][CH:4]=[CH:3][CH:2]=3)=[CH:14][CH:13]=2)[N:19]1[C:20]([O:22][C:23]([CH3:25])([CH3:26])[CH3:24])=[O:21])=[O:28])[CH3:30] |f:1.2|. Procedure details: To a solution of 1-(1,1-dimethylethyl) 2-methyl (2S,5R)-5-{4-[(phenylmethyl)oxy]phenyl}-1,2-pyrrolidinedicarboxylate (D6, 1.52 g, 3.7 mmol) in dry THF (27 ml) at −78° C. was added LiHMDS (4.0 ml, 4.0 mmol, 1M solution in THF). The mixture was allowed to warm to −20° C. and was stirred for 40 min at that temperature. Then the mixture was again cooled to −78° C. and methyl iodide (3.15 g, 22.1 mmol) was added. The mixture was left stirring for another 30 min at the same temperature. After standard...